Dataset: the Open Reaction Database (ORD), a public repository of structured organic reaction records. Task: describe an organic reaction: reactants, conditions, products, and yield Starting materials: N1C=NC=C1 (Imidazole), [Si](C)(C)(C(C)(C)C)Cl (tert-butyldimethylsilyl chloride), O[C@@H](CC(=O)OC)CC(C)=O (Methyl(3R)-3-hydroxy-5-oxohexanoate). Run in CN(C)C=O (DMF). Conditions: temperature 0 celsius, time 12 hour. The product is O([Si](C)(C)C(C)(C)C)[C@@H](CC(=O)OC)CC(C)=O (Methyl(3R)-3-(tert-butyldimethylsiloxy)-5-oxohexanoate). The yield is 66.0%. RXN SMILES: [OH:1][C@H:2]([CH2:8][C:9](=[O:11])[CH3:10])[CH2:3][C:4]([O:6][CH3:7])=[O:5].N1C=CN=C1.[Si:17](Cl)([C:20]([CH3:23])([CH3:22])[CH3:21])([CH3:19])[CH3:18]>CN(C=O)C>[O:1]([C@H:2]([CH2:8][C:9](=[O:11])[CH3:10])[CH2:3][C:4]([O:6][CH3:7])=[O:5])[Si:17]([C:20]([CH3:23])([CH3:22])[CH3:21])([CH3:19])[CH3:18]. Procedure details: Methyl(3R)-3-hydroxy-5-oxohexanoate (6) (10 g, 0.062 mol) was dissolved in dry DMF (110 mL) and the solution was cooled down to 0° C. Imidazole (8.5 g, 0.124 mol) and tert-butyldimethylsilyl chloride (11.3 g, 0.0744 mol) were added. The reaction mixture was stirred at 25° C. for 12 h and then quenched with a 10% NaHCO3 solution. After the extraction with toluene (3×150 mL), the collected organic phase was dried under vacuum and the resulted oil was purified via by fractional distillation. Methyl... The reactants are Nc1cccc(OCc2ccccc2)c1, CSc1nc(Cl)cc(N(C)C)n1, [H-], [Na+], C1CCOC1. Yields the product CSc1nc(Nc2cccc(OCc3ccccc3)c2)cc(N(C)C)n1. RXN SMILES: [CH2:1]([c:2]1[cH:3][cH:4][cH:5][cH:6][cH:7]1)[O:8][c:9]1[cH:10][c:11]([NH2:12])[cH:13][cH:14][cH:15]1.[Cl:18][c:19]1[cH:20][c:21]([N:27]([CH3:28])[CH3:29])[n:22][c:23]([S:25][CH3:26])[n:24]1.[H-:17].[Na+:16].[O:30]1[CH2:31][CH2:32][CH2:33][CH2:34]1>>[CH2:1]([c:2]1[cH:3][cH:4][cH:5][cH:6][cH:7]1)[O:8][c:9]1[cH:10][c:11]([NH:12][c:19]2[cH:20][c:21]([N:27]([CH3:28])[CH3:29])[n:22][c:23]([S:25][CH3:26])[n:24]2)[cH:13][cH:14][cH:15]1. Reactants: COC(=O)C1=Cc2cc(Br)cnc2N(CC(C)C)CC1, O=C([O-])[O-], CCCCOCCOc1ccc(OB(O)O)cc1, Cc1ccccc1, CCO, [K+], [K+], O, c1ccc(P(c2ccccc2)(c2ccccc2)[Pd](P(c2ccccc2)(c2ccccc2)c2ccccc2)(P(c2ccccc2)(c2ccccc2)c2ccccc2)P(c2ccccc2)(c2ccccc2)c2ccccc2)cc1. Product: CCCCOCCOc1ccc(-c2cnc3c(c2)C=C(C(=O)OC)CCN3CC(C)C)cc1. Reaction SMILES: [Br:1][c:2]1[cH:3][c:4]2[c:5]([n:19][cH:20]1)[N:6]([CH2:15][CH:16]([CH3:17])[CH3:18])[CH2:7][CH2:8][C:9]([C:11](=[O:12])[O:13][CH3:14])=[CH:10]2.[C:39](=[O:40])([O-:41])[O-:42].[CH2:21]([CH2:22][CH2:23][CH3:24])[O:25][CH2:26][CH2:27][O:28][c:29]1[cH:30][cH:31][c:32]([O:35][B:36]([OH:37])[OH:38])[cH:33][cH:34]1.[CH3:45][c:46]1[cH:47][cH:48][cH:49][cH:50][cH:51]1.[CH3:52][CH2:53][OH:54].[K+:43].[K+:44].[OH2:55].[cH:56]1[cH:57][cH:58][c:59]([P:60]([Pd:61]([P:62]([c:63]2[cH:64][cH:65][cH:66][cH:67][cH:68]2)([c:69]2[cH:70][cH:71][cH:72][cH:73][cH:74]2)[c:75]2[cH:76][cH:77][cH:78][cH:79][cH:80]2)([P:81]([c:82]2[cH:83][cH:84][cH:85][cH:86][cH:87]2)([c:88]2[cH:89][cH:90][cH:91][cH:92][cH:93]2)[c:94]2[cH:95][cH:96][cH:97][cH:98][cH:99]2)[P:100]([c:101]2[cH:102][cH:103][cH:104][cH:105][cH:106]2)([c:107]2[cH:108][cH:109][cH:110][cH:111][cH:112]2)[c:113]2[cH:114][cH:115][cH:116][cH:117][cH:118]2)([c:119]2[cH:120][cH:121][cH:122][cH:123][cH:124]2)[c:125]2[cH:126][cH:127][cH:128][cH:129][cH:130]2)[cH:131][cH:132]1>>[c:2]1(-[c:32]2[cH:31][cH:30][c:29]([O:28][CH2:27][CH2:26][O:25][CH2:21][CH2:22][CH2:23][CH3:24])[cH:34][cH:33]2)[cH:3][c:4]2[c:5]([n:19][cH:20]1)[N:6]([CH2:15][CH:16]([CH3:17])[CH3:18])[CH2:7][CH2:8][C:9]([C:11](=[O:12])[O:13][CH3:14])=[CH:10]2. Starting materials: OCC1=C(C=C(C(=O)NC2=CC(=CC=C2)C(F)(F)F)C=C1)C1=CC(=NC=C1)N1CCOCC1 (4-(hydroxymethyl)-3-(2-morpholinopyridin-4-yl)-N-(3-(trifluoromethyl)phenyl)benzamide). The reagents and catalysts are O=[Mn]=O (MnO2). The solvent is C(Cl)Cl (DCM). Reaction conditions: time 1 hour. The product is C(=O)C1=C(C=C(C(=O)NC2=CC(=CC=C2)C(F)(F)F)C=C1)C1=CC(=NC=C1)N1CCOCC1 (4-formyl-3-(2-morpholinopyridin-4-yl)-N-(3-(trifluoromethyl)phenyl)benzamide). Isolated yield 100.0%. As a reaction SMILES: [OH:1][CH2:2][C:3]1[CH:21]=[CH:20][C:6]([C:7]([NH:9][C:10]2[CH:15]=[CH:14][CH:13]=[C:12]([C:16]([F:19])([F:18])[F:17])[CH:11]=2)=[O:8])=[CH:5][C:4]=1[C:22]1[CH:27]=[CH:26][N:25]=[C:24]([N:28]2[CH2:33][CH2:32][O:31][CH2:30][CH2:29]2)[CH:23]=1>C(Cl)Cl.O=[Mn]=O>[CH:2]([C:3]1[CH:21]=[CH:20][C:6]([C:7]([NH:9][C:10]2[CH:15]=[CH:14][CH:13]=[C:12]([C:16]([F:19])([F:17])[F:18])[CH:11]=2)=[O:8])=[CH:5][C:4]=1[C:22]1[CH:27]=[CH:26][N:25]=[C:24]([N:28]2[CH2:33][CH2:32][O:31][CH2:30][CH2:29]2)[CH:23]=1)=[O:1]. Reported procedure: MnO2 (8.0 equiv.) was added into a solution of 4-(hydroxymethyl)-3-(2-morpholinopyridin-4-yl)-N-(3-(trifluoromethyl)phenyl)benzamide (1.0 equiv.) in DCM (0.05 M). The suspension was stirred at rt for 1 hr. The mixture was filtered over celite and concentrated to yield 4-formyl-3-(2-morpholinopyridin-4-yl)-N-(3-(trifluoromethyl)phenyl)benzamide in 100% yield. LC/MS (m/z)=456.1 (MH+), Rt=0.76 min. Reactants: IC#CCCCCC#C\C(\CO)=C/C1=CC=CC=C1 ((E)-10-Iodo-2-(phenylmethylidene)deca-3,9-diyn-1-ol), C=1C=C[NH+]=CC1.[O-][Cr](=O)(=O)Cl (PCC). The solvent is C(Cl)Cl (CH2Cl2), CCOCC (Et2O). Run at time 2 hour. Yields the product IC#CCCCCC#C\C(\C=O)=C/C1=CC=CC=C1 ((E)-10-Iodo-2-(phenylmethylidene)deca-3,9-diyn-1-al). Yield: 74.4%. As a reaction SMILES: [I:1][C:2]#[C:3][CH2:4][CH2:5][CH2:6][CH2:7][C:8]#[C:9]/[C:10](=[CH:13]\[C:14]1[CH:19]=[CH:18][CH:17]=[CH:16][CH:15]=1)/[CH2:11][OH:12].C1C=C[NH+]=CC=1.[O-][Cr](Cl)(=O)=O>C(Cl)Cl.CCOCC>[I:1][C:2]#[C:3][CH2:4][CH2:5][CH2:6][CH2:7][C:8]#[C:9]/[C:10](=[CH:13]\[C:14]1[CH:15]=[CH:16][CH:17]=[CH:18][CH:19]=1)/[CH:11]=[O:12] |f:1.2|. Procedure details: To a solution of Compound 4 (399.4 mg, 1.10 mmol) in dry CH2Cl2 (50 mL) cooled at 0° C. in an ice-water bath was added PCC (591.3 mg, 2.74 mmol) followed by stirring at room temperature for 2 hours. The reaction mixture was diluted with Et2O and filtered through a short silica gel plug with rinsing by EtOAc. The filtrate was concentrated under reduced pressure and the residue was purified by flash column chromatography (silica gel, 17 percent EtOAc in hexane) to give 296.6 mg (75 percent) of Com... Reactants: N1=CC=C(C=C1)N1CCC(CC1)C(=O)Cl (1-(4-pyridyl)piperidine-4-carbonyl chloride), ClC=1C=C2C=CC(=CC2=CC1)S(=O)(=O)N1CC(NCC1)C(=O)OCC (ethyl 1-(6-chloronaphth-2-ylsulphonyl)piperazine-3-carboxylate). The product is ClC=1C=C2C=CC(=CC2=CC1)S(=O)(=O)N1CC(N(CC1)C(=O)C1CCN(CC1)C1=CC=NC=C1)C(=O)OCC (4-(6-chloronaphth-2-ylsulphonyl)-2-ethoxycarbonyl-1-[1-(4-pyridyl)-piperidin-4-ylcarbonyl]piperazine). Isolated yield 37.0%. As a reaction SMILES: [N:1]1[CH:6]=[CH:5][C:4]([N:7]2[CH2:12][CH2:11][CH:10]([C:13](Cl)=[O:14])[CH2:9][CH2:8]2)=[CH:3][CH:2]=1.[Cl:16][C:17]1[CH:18]=[C:19]2[C:24](=[CH:25][CH:26]=1)[CH:23]=[C:22]([S:27]([N:30]1[CH2:35][CH2:34][NH:33][CH:32]([C:36]([O:38][CH2:39][CH3:40])=[O:37])[CH2:31]1)(=[O:29])=[O:28])[CH:21]=[CH:20]2>>[Cl:16][C:17]1[CH:18]=[C:19]2[C:24](=[CH:25][CH:26]=1)[CH:23]=[C:22]([S:27]([N:30]1[CH2:35][CH2:34][N:33]([C:13]([CH:10]3[CH2:11][CH2:12][N:7]([C:4]4[CH:5]=[CH:6][N:1]=[CH:2][CH:3]=4)[CH2:8][CH2:9]3)=[O:14])[CH:32]([C:36]([O:38][CH2:39][CH3:40])=[O:37])[CH2:31]1)(=[O:28])=[O:29])[CH:21]=[CH:20]2. Procedure details: Using an analogous procedure to that described in Example 1, 1-(4-pyridyl)piperidine-4-carbonyl chloride was reacted with ethyl 1-(6-chloronaphth-2-ylsulphonyl)piperazine-3-carboxylate to give 4-(6-chloronaphth-2-ylsulphonyl)-2-ethoxycarbonyl-1-[1-(4-pyridyl)-piperidin-4-ylcarbonyl]piperazine in 37% yield; Starting materials: C(C)C1=C(NC=C1CC)C(=O)OCC (ethyl 3,4-diethylpyrrole-2-carboxylate), [OH-].[K+] (potassium hydroxide), ice water. Run in C(CO)O (ethylene glycol). Run at temperature 160 celsius, time 2.5 hour. The product is C(C)C1=CNC=C1CC (3,4-diethylpyrrole). Reaction SMILES: [CH2:1]([C:3]1[C:7]([CH2:8][CH3:9])=[CH:6][NH:5][C:4]=1C(OCC)=O)[CH3:2].[OH-].[K+]>C(O)CO>[CH2:1]([C:3]1[C:7]([CH2:8][CH3:9])=[CH:6][NH:5][CH:4]=1)[CH3:2] |f:1.2|. Reported procedure: Ethyl 3,4-diethylpyrrole-2-carboxylate obtained in Step (6) (2.056 g, 10.53 mmol), ethylene glycol (100 ml), and potassium hydroxide (3.5 g) were placed in a light-shielded reaction vessel equipped with a reflux condenser. Then, the inside of the reaction vessel was replaced with nitrogen and the mixture was stirred at 160° C. for 2.5 hours. After that, the reaction solution cooled to room temperature was poured into ice water, and extracted with ethyl acetate, and the extract was washed with an... Starting materials: OC1CC(N(C(C1)(C)C)OCCCCCCCC)(C)C (4-hydroxy-1-octyloxy-2,2,6,6-tetramethylpiperidine), [H-].[Na+] (sodium hydride), [H-].[Na+] (Sodium hydride), C(CCCCCCC)ON1C(CC(CC1(C)C)OCC1CO1)(C)C (1-(1-Octyloxy-2,2,6,6-tetramethylpiperidin-4-yloxy)-2,3-epoxypropane). The solvent is O1CCOCC1 (dioxane), C(C)OCC (diethyl ether), O1CCOCC1 (dioxane). Yields the product C(CCCCCCC)ON1C(CC(CC1(C)C)OCC(COC1CC(N(C(C1)(C)C)OCCCCCCCC)(C)C)O)(C)C (1,3-Bis(1-octyloxy-2,2,6,6-tetrmethylpiperidin-4-yl-oxy)propan-2-ol). Isolated yield 45.7%. Reaction SMILES: [H-].[Na+].[CH2:3]([O:11][N:12]1[C:17]([CH3:19])([CH3:18])[CH2:16][CH:15]([O:20][CH2:21][CH:22]2[O:24][CH2:23]2)[CH2:14][C:13]1([CH3:26])[CH3:25])[CH2:4][CH2:5][CH2:6][CH2:7][CH2:8][CH2:9][CH3:10].[OH:27][CH:28]1[CH2:33][C:32]([CH3:35])([CH3:34])[N:31]([O:36][CH2:37][CH2:38][CH2:39][CH2:40][CH2:41][CH2:42][CH2:43][CH3:44])[C:30]([CH3:46])([CH3:45])[CH2:29]1>O1CCOCC1.C(OCC)C>[CH2:37]([O:36][N:31]1[C:32]([CH3:34])([CH3:35])[CH2:33][CH:28]([O:27][CH2:23][CH:22]([OH:24])[CH2:21][O:20][CH:15]2[CH2:14][C:13]([CH3:25])([CH3:26])[N:12]([O:11][CH2:3][CH2:4][CH2:5][CH2:6][CH2:7][CH2:8][CH2:9][CH3:10])[C:17]([CH3:18])([CH3:19])[CH2:16]2)[CH2:29][C:30]1([CH3:45])[CH3:46])[CH2:38][CH2:39][CH2:40][CH2:41][CH2:42][CH2:43][CH3:44] |f:0.1|. Procedure details: Sodium hydride (0.7 g. 5.9 mmol) is added to a solution of 17.0 g (59.5 mmol) of 1-(1-octyloxy--2,2,6,6-tetramethylpiperidin-4-yloxy)-2,3-epoxypropane (prepared in Example 11) in 75 ml of dioxane. The reaction mixture is heated at reflux for 10 minutes and then cooled to 60° C., whereupon a solution of 10.0 g (29.3 mmol) of 4-hydroxy-1-octyloxy-2,2,6,6-tetramethylpiperidine (prepared in Example 5) in 25 ml of dioxane is rapidly added. The reaction mixture is heated at reflux for 4 hours, treated... The reactants are NCc1cc(O)ccc1I, O=C1NC(=O)c2ccc(I)cc2C1=CNCc1ccc(-c2ccccc2)c(O)c1, COC=C1C(=O)NC(=O)c2ccc(-c3ccco3)cc21. Yields the product O=C1NC(=O)c2ccc(-c3ccco3)cc2C1=CNCc1cc(O)ccc1I. Reaction SMILES: [NH2:50][CH2:51][c:52]1[cH:53][c:54]([OH:59])[cH:55][cH:56][c:57]1[I:58].[OH:1][c:2]1[cH:3][c:4]([CH2:5][NH:6][CH:7]=[C:8]2[c:9]3[c:10]([cH:11][cH:12][c:13]([I:14])[cH:15]3)[C:16](=[O:17])[NH:18][C:19]2=[O:20])[cH:21][cH:22][c:23]1-[c:24]1[cH:25][cH:26][cH:27][cH:28][cH:29]1.[o:30]1[c:31](-[c:35]2[cH:36][c:37]3[c:42]([cH:43][cH:44]2)[C:41](=[O:45])[NH:40][C:39](=[O:46])[C:38]3=[CH:47][O:48][CH3:49])[cH:32][cH:33][cH:34]1>>[o:30]1[c:31](-[c:35]2[cH:36][c:37]3[c:42]([cH:43][cH:44]2)[C:41](=[O:45])[NH:40][C:39](=[O:46])[C:38]3=[CH:47][NH:50][CH2:51][c:52]2[cH:53][c:54]([OH:59])[cH:55][cH:56][c:57]2[I:58])[cH:32][cH:33][cH:34]1. As a reaction SMILES: [CH:1]1([NH:4][C:5]([C:7]2[S:26][C:10]3=[N:11][C:12]([O:17][CH2:18][CH2:19][N:20]4[CH2:25][CH2:24][O:23][CH2:22][CH2:21]4)=[C:13]([Cl:16])[C:14]([CH3:15])=[C:9]3[C:8]=2[NH2:27])=[O:6])[CH2:3][CH2:2]1.CO.C1COCC1.Cl>CN(C=O)C>[ClH:16].[CH:1]1([NH:4][C:5]([C:7]2[S:26][C:10]3=[N:11][C:12]([O:17][CH2:18][CH2:19][N:20]4[CH2:21][CH2:22][O:23][CH2:24][CH2:25]4)=[C:13]([Cl:16])[C:14]([CH3:15])=[C:9]3[C:8]=2[NH2:27])=[O:6])[CH2:3][CH2:2]1 |f:5.6|. The solvent is CN(C)C=O (DMF). The yield is 128.8%. Procedure details: A mixture of 3-amino-5-chloro-4-methyl-6-(2-morpholin-4-yl-ethoxy)-thieno[2,3-b]pyridine-2-carboxylic acid cyclopropylamide (0.800 g, 1.95 mmol) and MeOH (50 ml) is heated to 50° C. The mixture is treated with THF (5 ml) and DMF (5 ml). While still at 50° C., the mixture is acidified to pH1 with concentrated HCl. A homogeneous solution is formed. The solution is allowed to cool slowly to room temperature. During this time, a white precipitate is formed. This solid is collected by filtration and ... Reactants: Cl (HCl), C1(CC1)NC(=O)C1=C(C=2C(=NC(=C(C2C)Cl)OCCN2CCOCC2)S1)N (3-amino-5-chloro-4-methyl-6-(2-morpholin-4-yl-ethoxy)-thieno[2,3-b]pyridine-2-carboxylic acid cyclopropylamide), CO (MeOH), C1CCOC1 (THF). Run at temperature 50 celsius. The product is Cl.C1(CC1)NC(=O)C1=C(C=2C(=NC(=C(C2C)Cl)OCCN2CCOCC2)S1)N (3-Amino-5-chloro-4-methyl-6-(2-morpholin-4-yl-ethoxy)-thieno[2,3-b]pyridine-2-carboxylic acid cyclopropylamide hydrochloride).